This data is from the Open Reaction Database (ORD), a public repository of structured organic reaction records. The task is: describe an organic reaction: reactants, conditions, products, and yield Reactants: C1(CC1)NC1=NC=C(C=N1)C#C (N-cyclopropyl-5-ethynylpyrimidin-2-amine), IC=1C=C(C=CC1C)C1=NC2=C(N1)C=C(C=C2)CN2CCN(CC2)C (2-(3-iodo-4-methylphenyl)-6-((4-methylpiperazin-1-yl)methyl)-1H-benzo[d]imidazole). The product is C1(CC1)NC1=NC=C(C=N1)C#CC1=C(C=CC(=C1)C1=NC2=C(N1)C=C(C=C2)CN2CCN(CC2)C)C (N-Cyclopropyl-5-(2-(2-methyl-5-(6-((4-methylpiperazin-1-yl)methyl)-1H-benzo[d]imidazol-2-yl)phenyl)ethynyl)pyrimidin-2-amine). Reaction SMILES: [CH:1]1([NH:4][C:5]2[N:10]=[CH:9][C:8]([C:11]#[CH:12])=[CH:7][N:6]=2)[CH2:3][CH2:2]1.I[C:14]1[CH:15]=[C:16]([C:21]2[NH:25][C:24]3[CH:26]=[C:27]([CH2:30][N:31]4[CH2:36][CH2:35][N:34]([CH3:37])[CH2:33][CH2:32]4)[CH:28]=[CH:29][C:23]=3[N:22]=2)[CH:17]=[CH:18][C:19]=1[CH3:20]>>[CH:1]1([NH:4][C:5]2[N:6]=[CH:7][C:8]([C:11]#[C:12][C:14]3[CH:15]=[C:16]([C:21]4[NH:25][C:24]5[CH:26]=[C:27]([CH2:30][N:31]6[CH2:32][CH2:33][N:34]([CH3:37])[CH2:35][CH2:36]6)[CH:28]=[CH:29][C:23]=5[N:22]=4)[CH:17]=[CH:18][C:19]=3[CH3:20])=[CH:9][N:10]=2)[CH2:3][CH2:2]1. Reported procedure: The title compound was synthesized from N-cyclopropyl-5-ethynylpyrimidin-2-amine (as prepared above) and 2-(3-iodo-4-methylphenyl)-6-((4-methylpiperazin-1-yl)methyl)-1H-benzo[d]imidazole (as prepared in Example 1) in a manner similar to that described for in Example 1. The title compound was obtained as a brown solid. Mp: 136-137° C.; 1H NMR (300 MHz, CDCl3) δ: 8.40 (2H, s), 8.21 (1H, s), 7.96-7.99 (1H, d, J=9.0 Hz), 7.52-7.55 (1H, d, J=9.0 Hz), 7.49-7.52 (1H, d, J=9.0 Hz), 7.23-7.26 (1H, d, J=9... Starting materials: ClCOC1CCCCC1, COc1cc(Cc2cnc(N)nc2N)cc(OC)c1OC, C1COCCO1. Product: Cl, COc1cc(Cc2cnc(NCOC3CCCCC3)nc2N)cc(OC)c1OC. As a reaction SMILES: [CH:22]1([O:28][CH2:29][Cl:30])[CH2:23][CH2:24][CH2:25][CH2:26][CH2:27]1.[NH2:1][c:2]1[n:3][cH:4][c:5]([CH2:9][c:10]2[cH:11][c:12]([O:20][CH3:21])[c:13]([O:18][CH3:19])[c:14]([O:16][CH3:17])[cH:15]2)[c:6]([NH2:8])[n:7]1.[O:31]1[CH2:32][CH2:33][O:34][CH2:35][CH2:36]1>>[ClH:30].[NH:1]([c:2]1[n:3][cH:4][c:5]([CH2:9][c:10]2[cH:11][c:12]([O:20][CH3:21])[c:13]([O:18][CH3:19])[c:14]([O:16][CH3:17])[cH:15]2)[c:6]([NH2:8])[n:7]1)[CH2:29][O:28][CH:22]1[CH2:23][CH2:24][CH2:25][CH2:26][CH2:27]1. The reactants are NC1=NC=C2N=CN(C2=N1)[C@H]1[C@@H]([C@H](O)[C@H](O1)CO)F (2-amino-9-(2-deoxy-2-fluoro-β-D-ribofuranosyl)-9H-purine), C(C)(C)O (isopropanol), Cl (hydrochloride), CC(=O)C (Acetone). Solvent: CO (MeOH). The product is Cl.Cl.NC1=NC=C2N=CN(C2=N1)[C@H]1[C@@H]([C@H](O)[C@H](O1)CO)F (2-Amino-9-(2-deoxy-2-fluoro-β-D-ribofuranosyl)-9H-purine bis hydrochloride). RXN SMILES: [NH2:1][C:2]1[N:10]=[C:9]2[C:5]([N:6]=[CH:7][N:8]2[C@@H:11]2[O:16][C@H:15]([CH2:17][OH:18])[C@@H:13]([OH:14])[C@H:12]2[F:19])=[CH:4][N:3]=1.C(O)(C)C.[ClH:24].CC(C)=O>CO>[ClH:24].[ClH:24].[NH2:1][C:2]1[N:10]=[C:9]2[C:5]([N:6]=[CH:7][N:8]2[C@@H:11]2[O:16][C@H:15]([CH2:17][OH:18])[C@@H:13]([OH:14])[C@H:12]2[F:19])=[CH:4][N:3]=1 |f:5.6.7|. Reported procedure: To a solution of 2-amino-9-(2-deoxy-2-fluoro-β-D-ribofuranosyl)-9H-purine (300 mg 1.11 mmol) in MeOH (20 ml) was added isopropanol (2.5 ml) previously saturated with hydrochloride (HCL) gas. Acetone (15 ml) was added and the solution evaporated to almost dryness under vacuum at room temperature. Trituration with ethyl acetate (15 ml) produced a white solid which was filtered and washed with ether. The reactants are O1[C@H](C1)[C@H](CC1=CC=CC=C1)NC(OC(C)(C)C)=O (tert-butyl (1S)-1-[(2S)-oxiranyl]-2-phenylethylcarbamate), C([O-])([O-])=O.[Na+].[Na+] (sodium carbonate), CC1=C(C=CC(=C1)C)CCCN (3-(2,4-dimethylphenyl)propylamine). Run at temperature 22.5 celsius. The product is C(C1=CC=CC=C1)[C@@H]([C@@H](CNCCCC1=C(C=C(C=C1)C)C)O)NC(OC(C)(C)C)=O (tert-butyl (1S,2R)-1-benzyl-3-{[3-(2,4-dimethylphenyl)propyl]amino}-2-hydroxypropylcarbamate). RXN SMILES: [O:1]1[CH2:3][C@@H:2]1[C@@H:4]([NH:12][C:13](=[O:19])[O:14][C:15]([CH3:18])([CH3:17])[CH3:16])[CH2:5][C:6]1[CH:11]=[CH:10][CH:9]=[CH:8][CH:7]=1.C(=O)([O-])[O-].[Na+].[Na+].[CH3:26][C:27]1[CH:32]=[C:31]([CH3:33])[CH:30]=[CH:29][C:28]=1[CH2:34][CH2:35][CH2:36][NH2:37]>>[CH2:5]([C@H:4]([NH:12][C:13](=[O:19])[O:14][C:15]([CH3:18])([CH3:17])[CH3:16])[C@H:2]([OH:1])[CH2:3][NH:37][CH2:36][CH2:35][CH2:34][C:28]1[CH:29]=[CH:30][C:31]([CH3:33])=[CH:32][C:27]=1[CH3:26])[C:6]1[CH:11]=[CH:10][CH:9]=[CH:8][CH:7]=1 |f:1.2.3|. Procedure details: A stirred mixture of tert-butyl (1S)-1-[(2S)-oxiranyl]-2-phenylethylcarbamate (V, 247 mg, 0.939 mmol), sodium carbonate (299 mg, 2.82 mmol), and 3-(2,4-dimethylphenyl)propylamine (VI, 628 mg, 2.82 mmol) is heated at reflux overnight. The reaction mixture is cooled to 20-25 degrees C. and concentrated under reduced pressure. Purification by flash column chromatography (silica; methylene chloride/methanol/ammonium hydroxide, 98/2/1) gives tert-butyl (1S,2R)-1-benzyl-3-{[3-(2,4-dimethylphenyl)propy... The reactants are resultant solution, [H-].[Na+] (sodium hydride), CC1=CC(=NC(=C1)C)C(C)=NO (1-(4,6-dimethyl-2-pyridinyl)ethanone oxime), COC1=C(CCl)C=CC(=C1)OC (2,4-dimethoxybenzyl chloride), COC1=C(CCl)C=CC(=C1)OC (2,4-dimethoxybenzyl chloride), resultant solution. The solvent is CN(C=O)C (N,N-dimethylformamide). Run at time 30 minute. Product: COC1=C(C=CC(=C1)OC)CON=C(C)C1=NC(=CC(=C1)C)C (1-(4,6-Dimethyl-2-pyridinyl)ethanone O-[(2,4-Dimethoxyphenyl)methyl] Oxime). As a reaction SMILES: [CH3:1][C:2]1[CH:7]=[C:6]([CH3:8])[N:5]=[C:4]([C:9](=[N:11][OH:12])[CH3:10])[CH:3]=1.[H-].[Na+].[CH3:15][O:16][C:17]1[CH:24]=[C:23]([O:25][CH3:26])[CH:22]=[CH:21][C:18]=1[CH2:19]Cl>CN(C)C=O>[CH3:15][O:16][C:17]1[CH:24]=[C:23]([O:25][CH3:26])[CH:22]=[CH:21][C:18]=1[CH2:19][O:12][N:11]=[C:9]([C:4]1[CH:3]=[C:2]([CH3:1])[CH:7]=[C:6]([CH3:8])[N:5]=1)[CH3:10] |f:1.2|. Procedure details: On the other hand, 0.50 g (3.05 mmol) of 1-(4,6-dimethyl-2-pyridinyl)ethanone oxime was dissolved in 5 ml of N,N-dimethylformamide, and the resultant solution was added with 0.12 g (3.00 mmol) of sodium hydride (60%, oiliness) while cooling the solution with ice. The obtained solution was stirred for 30 min. at a temperature below 0° C. and subsequently added with the whole amount of the toluene solution of 2,4-dimethoxybenzyl chloride prepared previously under cooling with ice. The resultant so... The reactants are CC=1SC(=C(N1)C)C(=O)O (2,4-dimethylthiazole-5-carboxylic acid), CN(C=O)C (N,N-dimethylformamide), C(=O)(Cl)Cl (phosgene). Run in C1(=CC=CC=C1)C (toluene). Yields the product CC=1SC(=C(N1)C)C(=O)Cl (2,4-dimethylthiazole-5-carboxylic acid chloride). Reaction SMILES: [CH3:1][C:2]1[S:3][C:4]([C:8]([OH:10])=O)=[C:5]([CH3:7])[N:6]=1.CN(C)C=O.C(Cl)([Cl:18])=O>C1(C)C=CC=CC=1>[CH3:1][C:2]1[S:3][C:4]([C:8]([Cl:18])=[O:10])=[C:5]([CH3:7])[N:6]=1. Reported procedure: In a similar apparatus to Example 1, 15.7 g (0.1 mole) of 2,4-dimethylthiazole-5-carboxylic acid were suspended in 100 ml of toluene, followed by the addition of 0.1 g of N,N-dimethylformamide. Under heating and reflux, phosgene was blown at a rate of 1.3 l/hr for 5 hours (0.29 mole). After completion of the reaction, the reaction mixture was filtered and the filtrate was concentrated to obtain 17.2 g of 2,4-dimethylthiazole-5-carboxylic acid chloride. Its purity and yield were 97.5% and 98.0%, ... Starting materials: Cl (HCl), C(C1=CC=CC=C1)N1N=C2C(=CC=CC2=C1C1=CC=C(C=C1)O)C(F)(F)F (4-(2-benzyl-7-trifluoromethyl-2H-indazole-3-yl)-phenol), BrCC1=CC=C(C=C1)C(C(=O)O)C (2-(4-bromomethyl-phenyl)-propionic acid), C([O-])([O-])=O.[K+].[K+] (potassium carbonate). Run in CN(C)C=O (DMF), O (water). Yields the product C(C1=CC=CC=C1)N1N=C2C(=CC=CC2=C1C1=CC=C(OCC2=CC=C(C=C2)C(C(=O)O)C)C=C1)C(F)(F)F (2-[4-({4-[2-BENZYL-7-(TRIFLUOROMETHYL)-2H-INDAZOL-3-YL]PHENOXY}METHYL)PHENYL]PROPANOIC ACID). Reaction SMILES: [CH2:1]([N:8]1[C:16]([C:17]2[CH:22]=[CH:21][C:20]([OH:23])=[CH:19][CH:18]=2)=[C:15]2[C:10]([C:11]([C:24]([F:27])([F:26])[F:25])=[CH:12][CH:13]=[CH:14]2)=[N:9]1)[C:2]1[CH:7]=[CH:6][CH:5]=[CH:4][CH:3]=1.Br[CH2:29][C:30]1[CH:35]=[CH:34][C:33]([CH:36]([CH3:40])[C:37]([OH:39])=[O:38])=[CH:32][CH:31]=1.C(=O)([O-])[O-].[K+].[K+].Cl>CN(C=O)C.O>[CH2:1]([N:8]1[C:16]([C:17]2[CH:22]=[CH:21][C:20]([O:23][CH2:29][C:30]3[CH:31]=[CH:32][C:33]([CH:36]([CH3:40])[C:37]([OH:39])=[O:38])=[CH:34][CH:35]=3)=[CH:19][CH:18]=2)=[C:15]2[C:10]([C:11]([C:24]([F:27])([F:25])[F:26])=[CH:12][CH:13]=[CH:14]2)=[N:9]1)[C:2]1[CH:7]=[CH:6][CH:5]=[CH:4][CH:3]=1 |f:2.3.4|. Reported procedure: The title compound was prepared by treating 4-(2-benzyl-7-trifluoromethyl-2H-indazole-3-yl)-phenol (20 mg, 1 eq) with 2-(4-bromomethyl-phenyl)-propionic acid (39 mg, 3 eq) and potassium carbonate (37 mg, 5 eq) in DMF (2 mL) at 150° C. overnight. After cooling, water was added and the pH adjusted to 1 (aq. HCl, 2M) followed by extraction with dichloromethane. Purification by preparative HPLC gave the desired product in 45% yleld.